Dataset: the Open Reaction Database (ORD), a public repository of structured organic reaction records. Task: describe an organic reaction: reactants, conditions, products, and yield The reactants are C[Si](CCOC(CC1=C(N(C2=CC=C(C=C12)OC)C(C1=C(C=C(C=C1Cl)Cl)Cl)=O)C)=O)(C)C (1-(2,4,6-trichlorobenzoyl)-5-methoxy-2-methyl-3-indolyl acetic acid 2-(trimethylsilyl)ethyl ester), CCCC[N+](CCCC)(CCCC)CCCC.[F-] (TBAF), [NH4+].[Cl-] (NH4Cl), Cl (HCl). The solvent is C1CCOC1 (THF). Reaction conditions: time 5 hour. The product is ClC1=C(C(=O)N2C(=C(C3=CC(=CC=C23)OC)CC(=O)O)C)C(=CC(=C1)Cl)Cl (1 -(2,4,6-Trichlorobenzoyl)-5-methoxy-2-methyl-3-indolyl acetic acid). Isolated yield 76.3%. As a reaction SMILES: C[Si](C)(C)CC[O:5][C:6](=[O:31])[CH2:7][C:8]1[C:16]2[C:11](=[CH:12][CH:13]=[C:14]([O:17][CH3:18])[CH:15]=2)[N:10]([C:19](=[O:29])[C:20]2[C:25]([Cl:26])=[CH:24][C:23]([Cl:27])=[CH:22][C:21]=2[Cl:28])[C:9]=1[CH3:30].CCCC[N+](CCCC)(CCCC)CCCC.[F-].[NH4+].[Cl-].Cl>C1COCC1>[Cl:28][C:21]1[CH:22]=[C:23]([Cl:27])[CH:24]=[C:25]([Cl:26])[C:20]=1[C:19]([N:10]1[C:11]2[C:16](=[CH:15][C:14]([O:17][CH3:18])=[CH:13][CH:12]=2)[C:8]([CH2:7][C:6]([OH:31])=[O:5])=[C:9]1[CH3:30])=[O:29] |f:1.2,3.4|. Reported procedure: To 1-(2,4,6-trichlorobenzoyl)-5-methoxy-2-methyl-3-indolyl acetic acid 2-(trimethylsilyl)ethyl ester (2.80 g) in THF (25.0 mL) at 0° C. was added TBAF (14.7 mL). After a period of 5 h at room temperature, the reaction mixture was acidified by the addition of NH4Cl and HCl, extracted with EtOAc, dried over Na2SO4 and evaporated. The resulting solid was washed with 10% EtOAc in hexane and recrystallized (EtOAc-hexane) to afford 1.73 g of the title compound, m.p. 193°-196° C. Reactants: COC(=O)c1c(C)n(C(C)C)c2cc(-c3ccc(OCc4c(-c5c(Cl)cccc5Cl)noc4C(C)C)cc3C)ccc12, CO, Cl, [Na+], [OH-]. Product: Cc1cc(OCc2c(-c3c(Cl)cccc3Cl)noc2C(C)C)ccc1-c1ccc2c(C(=O)O)c(C)n(C(C)C)c2c1. Reaction SMILES: [CH3:1][O:2][C:3](=[O:4])[c:5]1[c:6]([CH3:42])[n:7]([CH:39]([CH3:40])[CH3:41])[c:8]2[cH:9][c:10](-[c:14]3[c:15]([CH3:38])[cH:16][c:17]([O:20][CH2:21][c:22]4[c:23](-[c:30]5[c:31]([Cl:37])[cH:32][cH:33][cH:34][c:35]5[Cl:36])[n:24][o:25][c:26]4[CH:27]([CH3:28])[CH3:29])[cH:18][cH:19]3)[cH:11][cH:12][c:13]12.[CH3:46][OH:47].[ClH:45].[Na+:44].[OH-:43]>>[O:2]=[C:3]([OH:4])[c:5]1[c:6]([CH3:42])[n:7]([CH:39]([CH3:40])[CH3:41])[c:8]2[cH:9][c:10](-[c:14]3[c:15]([CH3:38])[cH:16][c:17]([O:20][CH2:21][c:22]4[c:23](-[c:30]5[c:31]([Cl:37])[cH:32][cH:33][cH:34][c:35]5[Cl:36])[n:24][o:25][c:26]4[CH:27]([CH3:28])[CH3:29])[cH:18][cH:19]3)[cH:11][cH:12][c:13]12. Reported procedure: A mixture of 3.7 parts of ethyl 2-amino-5-methylthiophene-3-carboxylate and 4.4 parts of diethyl ethoxymethylenemalonate is heated at 110°C for 1.5 hour. After cooling ethanol is added and the crystals are collected by filtration, whereby diethyl (3-ethoxycarbonyl-5-methylthienyl)aminomethylenemalonate is obtained as crystals. Recrystallization from ethanol gives pale yellow needles melting at 67°-68°C. Reaction SMILES: [NH2:1][C:2]1[S:3][C:4]([CH3:12])=[CH:5][C:6]=1[C:7]([O:9][CH2:10][CH3:11])=[O:8].C(O[CH:16]=[C:17]([C:23]([O:25][CH2:26][CH3:27])=[O:24])[C:18]([O:20][CH2:21][CH3:22])=[O:19])C>C(O)C>[CH2:10]([O:9][C:7]([C:6]1[CH:5]=[C:4]([CH3:12])[S:3][C:2]=1[NH:1][CH:16]=[C:17]([C:18]([O:20][CH2:21][CH3:22])=[O:19])[C:23]([O:25][CH2:26][CH3:27])=[O:24])=[O:8])[CH3:11]. Starting materials: NC=1SC(=CC1C(=O)OCC)C (ethyl 2-amino-5-methylthiophene-3-carboxylate), C(C)OC=C(C(=O)OCC)C(=O)OCC (diethyl ethoxymethylenemalonate). Reaction conditions: temperature 110 celsius. Yields the product C(C)OC(=O)C1=C(SC(=C1)C)NC=C(C(=O)OCC)C(=O)OCC (diethyl (3-ethoxycarbonyl-5-methylthienyl)aminomethylenemalonate). The solvent is C(C)O (ethanol). Starting materials: NC1=NC(=CC=C1)C(F)(F)F (2-amino-6-trifluoromethylpyridine), ClC=1C(=NC=CC1)C(=O)O (3-chloropicolinic acid), CCN=C=NCCCN(C)C.Cl (EDCI hydrochloride), C=1C=CC2=C(C1)N=NN2O (HOBt), C([O-])(O)=O.[Na+] (sodium bicarbonate). Solvent: N1=CC=CC=C1 (pyridine). Run at temperature 70 celsius, time 2 hour. Yields the product ClC=1C(=NC=CC1)C(=O)NC1=NC(=CC=C1)C(F)(F)F (3-chloro-N-(6-trifluoromethylpyridin-2-yl)picolinamide). Yield: 89.1%. Reaction SMILES: [NH2:1][C:2]1[CH:7]=[CH:6][CH:5]=[C:4]([C:8]([F:11])([F:10])[F:9])[N:3]=1.[Cl:12][C:13]1[C:14]([C:19](O)=[O:20])=[N:15][CH:16]=[CH:17][CH:18]=1.CCN=C=NCCCN(C)C.Cl.C1C=CC2N(O)N=NC=2C=1.C(=O)(O)[O-].[Na+]>N1C=CC=CC=1>[Cl:12][C:13]1[C:14]([C:19]([NH:1][C:2]2[CH:7]=[CH:6][CH:5]=[C:4]([C:8]([F:9])([F:11])[F:10])[N:3]=2)=[O:20])=[N:15][CH:16]=[CH:17][CH:18]=1 |f:2.3,5.6|. Reported procedure: A mixture of 0.81 g of 2-amino-6-trifluoromethylpyridine, 0.78 g of 3-chloropicolinic acid, 1.15 g of EDCI hydrochloride, 0.06 g of HOBt and 10 mL of pyridine was stirred at 70° C. for 2 hours. A saturated aqueous sodium bicarbonate solution was poured to the cooled reaction mixture, and the mixture was extracted with ethyl acetate. The organic layer was dried over anhydrous sodium sulfate and then concentrated under reduced pressure, and the resulting solid was washed with hexane and dried to o... Starting materials: COCC(C)(C)c1ccc(F)c([N+](=O)[O-])c1, [N-]=[N+]=[N-], [Na+], CN(C)C=O. Product: COCC(C)(C)c1ccc(N=[N+]=[N-])c([N+](=O)[O-])c1. RXN SMILES: [F:1][c:2]1[c:3]([N+:14](=[O:15])[O-:16])[cH:4][c:5]([C:8]([CH2:9][O:10][CH3:11])([CH3:12])[CH3:13])[cH:6][cH:7]1.[N-:18]=[N+:19]=[N-:20].[Na+:17].[O:21]=[CH:22][N:23]([CH3:24])[CH3:25]>>[c:2]1([N:18]=[N+:19]=[N-:20])[c:3]([N+:14](=[O:15])[O-:16])[cH:4][c:5]([C:8]([CH2:9][O:10][CH3:11])([CH3:12])[CH3:13])[cH:6][cH:7]1. Starting materials: CI (Methyl iodide), OCCC1=C2CC(NC2=CC=C1)=O (4-(2-hydroxy-ethyl)-1,3-dihydro-indol-2-one). The reagents and catalysts are FC(S(=O)(=O)[O-])(F)F.[Ag+] (silver trifluoromethanesulfonate). The solvent is ClCCl (dichloromethane), ClCCl (dichloromethane). Reaction conditions: time 2 hour. Product: COCCC1=C2CC(NC2=CC=C1)=O (4-(2-methoxy-ethyl)-1,3-dihydro-indol-2-one). As a reaction SMILES: [CH3:1]I.[OH:3][CH2:4][CH2:5][C:6]1[CH:14]=[CH:13][CH:12]=[C:11]2[C:7]=1[CH2:8][C:9](=[O:15])[NH:10]2>ClCCl.FC(F)(F)S([O-])(=O)=O.[Ag+]>[CH3:1][O:3][CH2:4][CH2:5][C:6]1[CH:14]=[CH:13][CH:12]=[C:11]2[C:7]=1[CH2:8][C:9](=[O:15])[NH:10]2 |f:3.4|. Procedure details: Methyl iodide (1.41 g, 10 mmol) was added to a stirred mixture of silver trifluoromethanesulfonate (2.56 g, 10 mmol) and 4-(2-hydroxy-ethyl)-1,3-dihydro-indol-2-one (0.88 g, 5 mmol) in dichloromethane (20 mL) at 0° C. The precipitate formed after 5-10 minutes changed color from yellow to gray then dark purple. The mixture was stirred at room temperature for 2 hours. The reaction mixture was diluted with dichloromethane and filtered through celite. The filtrate was concentrated and chromatographe...